Dataset: the Open Reaction Database (ORD), a public repository of structured organic reaction records. Task: describe an organic reaction: reactants, conditions, products, and yield Starting materials: Clc1ncnc2[nH]nc(Br)c12, COCCCNc1nccc(-c2cc(N3CCNCC3)c3cc(OC)ccc3c2)n1. Product: COCCCNc1nccc(-c2cc(N3CCN(c4ncnc5[nH]nc(Br)c45)CC3)c3cc(OC)ccc3c2)n1. Reaction SMILES: [Br:31][c:32]1[n:33][nH:34][c:35]2[n:36][cH:37][n:38][c:39]([Cl:41])[c:40]12.[CH3:1][O:2][c:3]1[cH:4][c:5]2[c:6]([N:25]3[CH2:26][CH2:27][NH:28][CH2:29][CH2:30]3)[cH:7][c:8](-[c:13]3[n:14][c:15]([NH:19][CH2:20][CH2:21][CH2:22][O:23][CH3:24])[n:16][cH:17][cH:18]3)[cH:9][c:10]2[cH:11][cH:12]1>>[CH3:1][O:2][c:3]1[cH:4][c:5]2[c:6]([N:25]3[CH2:26][CH2:27][N:28]([c:39]4[n:38][cH:37][n:36][c:35]5[nH:34][n:33][c:32]([Br:31])[c:40]54)[CH2:29][CH2:30]3)[cH:7][c:8](-[c:13]3[n:14][c:15]([NH:19][CH2:20][CH2:21][CH2:22][O:23][CH3:24])[n:16][cH:17][cH:18]3)[cH:9][c:10]2[cH:11][cH:12]1. Starting materials: CC(CC=O)(C)C (3,3-dimethylbutanal), II (iodine), O1CCC(CC1)N (tetrahydro-2H-pyran-4-amine), [S-]C#N.[K+] (potassium thiocyanate). Product: C(C)(C)(C)C1=CN(C(S1)=N)C1CCOCC1 (5-tert-butyl-3-(tetrahydro-2H-pyran-4-yl)thiazol-2(3H)-imine). As a reaction SMILES: [CH3:1][C:2]([CH3:7])([CH3:6])[CH2:3][CH:4]=O.[O:8]1[CH2:13][CH2:12][CH:11]([NH2:14])[CH2:10][CH2:9]1.[S-:15][C:16]#[N:17].[K+].II>>[C:2]([C:3]1[S:15][C:16](=[NH:17])[N:14]([CH:11]2[CH2:12][CH2:13][O:8][CH2:9][CH2:10]2)[CH:4]=1)([CH3:7])([CH3:6])[CH3:1] |f:2.3|. Reported procedure: Commercially available 3,3-dimethylbutanal (Aldrich), tetrahydro-2H-pyran-4-amine (Matrix), potassium thiocyanate (Aldrich) and iodine (EMD chemicals) were processed using the method described in Example 315A to afford the title compound. MS (ESI+) m/z 241 (M+H)+.